describe an organic reaction: reactants, conditions, products, and yield From a dataset of the Open Reaction Database (ORD), a public repository of structured organic reaction records. Reactants: C(C)OC(=O)[C@H](CCC1=CC=CC=C1)N[C@@H](C)C(=O)N1[C@H](C(=O)O)CCC1 (N-[1-(S)-ethoxycarbonyl-3-phenylpropyl]-L-alanyl-L-proline), Cl (HCl), C(C)O (ethanol). Run at time 8 hour. The product is Cl.C(C)OC(=O)[C@H](CCC1=CC=CC=C1)N[C@@H](C)C(=O)N1[C@H](C(=O)OCC)CCC1 (Ethyl N-(1(S)-ethoxycarbonyl-3-phenylpropyl)-L-alanyl-L-prolinate hydrochloride). RXN SMILES: [CH2:1]([O:3][C:4]([C@@H:6]([NH:15][C@H:16]([C:18]([N:20]1[CH2:27][CH2:26][CH2:25][C@H:21]1[C:22]([OH:24])=[O:23])=[O:19])[CH3:17])[CH2:7][CH2:8][C:9]1[CH:14]=[CH:13][CH:12]=[CH:11][CH:10]=1)=[O:5])[CH3:2].[ClH:28].[CH2:29](O)[CH3:30]>>[ClH:28].[CH2:1]([O:3][C:4]([C@@H:6]([NH:15][C@H:16]([C:18]([N:20]1[CH2:27][CH2:26][CH2:25][C@H:21]1[C:22]([O:24][CH2:29][CH3:30])=[O:23])=[O:19])[CH3:17])[CH2:7][CH2:8][C:9]1[CH:14]=[CH:13][CH:12]=[CH:11][CH:10]=1)=[O:5])[CH3:2] |f:3.4|. Procedure details: A solution of 3.0 g of N-[1-(S)-ethoxycarbonyl-3-phenylpropyl]-L-alanyl-L-proline in 50 ml of absolute ethanol is saturated with HCl gas at 0°. After standing at 0° overnight, the HCl and ethanol was removed under vacuum to afford 3.1 g of an oil which upon freeze-drying gives a white solid. Thin layer chromatography and HPLC indicate only one component. The nmr spectrum indicates two ethyl groups per aromatic ring. The mass spectrum shows a molecular ion at 404 m/e. Starting materials: C(#N)[BH3-].[Na+] (sodium cyanoborohydride), CS(=O)(=O)O (methanesulfonic acid), ClC1=CC2=C(C=3C(CN=C2C2=C(C=CC=C2)Cl)=CNC3)C=C1 (8-chloro-6-(2-chlorophenyl)-2H,4H-pyrrolo[3,4-d][2]benzazepine), [OH-].[Na+] (sodium hydroxide). Solvent: CO (methanol), CO (methanol), O (water). Reaction conditions: time 8 hour. The product is ClC1=CC2=C(C=3C(CNC2C2=C(C=CC=C2)Cl)=CNC3)C=C1 (8-Chloro-6-(2-chlorophenyl)-5,6-dihydro-2H,4H-pyrrolo[3,4-d][2]benzazepine). Reaction SMILES: C([BH3-])#N.[Na+].CS(O)(=O)=O.[Cl:10][C:11]1[CH:31]=[CH:30][C:14]2[C:15]3[C:16](=[CH:27][NH:28][CH:29]=3)[CH2:17][N:18]=[C:19]([C:20]3[CH:25]=[CH:24][CH:23]=[CH:22][C:21]=3[Cl:26])[C:13]=2[CH:12]=1.[OH-].[Na+]>CO.O>[Cl:10][C:11]1[CH:31]=[CH:30][C:14]2[C:15]3[C:16](=[CH:27][NH:28][CH:29]=3)[CH2:17][NH:18][CH:19]([C:20]3[CH:25]=[CH:24][CH:23]=[CH:22][C:21]=3[Cl:26])[C:13]=2[CH:12]=1 |f:0.1,4.5|. Reported procedure: In five portions 0.5 g (7.9 mmol) of sodium cyanoborohydride and 35 ml of a 1 M methanol solution of methanesulfonic acid was added over 4 hr to a solution of 2.0 g (6.1 mmol) of 8-chloro-6-(2-chlorophenyl)-2H,4H-pyrrolo[3,4-d][2]benzazepine in 50 ml of methanol which was cooled to 0°. When the addition was complete stirring was continued overnight at room temperature. The solution was basified with 40% aqueous sodium hydroxide and diluted with water. The resulting precipitate was collected by f... The reactants are ice, Cl.Cl.NCC=1NC2=CC=CC=C2C(C1C)=O (2-(aminomethyl)-3-methylquinolin-4(1H)-one dihydrochloride), C(CCCCCC)(=O)Cl (heptanoic acid chloride). The solvent is N1=CC=CC=C1 (pyridine). Run at time 45 minute. Yields the product CC1=C(NC2=CC=CC=C2C1=O)CNC(CCCCCC)=O (N-[(3-methyl-4-oxo-1,4-dihydroquinolin-2-yl)methyl]heptanamide). The yield is 69.0%. RXN SMILES: Cl.Cl.[NH2:3][CH2:4][C:5]1[NH:6][C:7]2[C:12]([C:13](=[O:16])[C:14]=1[CH3:15])=[CH:11][CH:10]=[CH:9][CH:8]=2.[C:17](Cl)(=[O:24])[CH2:18][CH2:19][CH2:20][CH2:21][CH2:22][CH3:23]>N1C=CC=CC=1>[CH3:15][C:14]1[C:13](=[O:16])[C:12]2[C:7](=[CH:8][CH:9]=[CH:10][CH:11]=2)[NH:6][C:5]=1[CH2:4][NH:3][C:17](=[O:24])[CH2:18][CH2:19][CH2:20][CH2:21][CH2:22][CH3:23] |f:0.1.2|. Reported procedure: To an ice-cold solution of 2-(aminomethyl)-3-methylquinolin-4(1H)-one dihydrochloride (160 mg) in pyridine (5 mL) was added heptanoic acid chloride (110 mg), and the mixture was stirred at room temperature for 45 minutes. The reaction mixture was concentrated under reduced pressure, and then water (40 mL) was added to the residue. The resulting solid was collected by filtration, washed with water, and dried. This solid was purified by silica gel column chromatography (eluent: chloroform/methanol... Reactants: ClC1=C(C(=O)C2=C(C=CC=C2)C)C=CC(=C1Cl)OC (2,3-dichloro-4-methoxy-2'-methylbenzophenone), [Al+3].[Cl-].[Cl-].[Cl-] (AlCl3). Run in C1=CC=CC=C1 (benzene). Product: ClC1=C(C(=O)C2=C(C=CC=C2)C)C=CC(=C1Cl)O (2,3-dichloro-4-hydroxy-2'-methylbenzophenone). Reaction SMILES: [Cl:1][C:2]1[C:16]([Cl:17])=[C:15]([O:18]C)[CH:14]=[CH:13][C:3]=1[C:4]([C:6]1[CH:11]=[CH:10][CH:9]=[CH:8][C:7]=1[CH3:12])=[O:5].[Al+3].[Cl-].[Cl-].[Cl-]>C1C=CC=CC=1>[Cl:1][C:2]1[C:16]([Cl:17])=[C:15]([OH:18])[CH:14]=[CH:13][C:3]=1[C:4]([C:6]1[CH:11]=[CH:10][CH:9]=[CH:8][C:7]=1[CH3:12])=[O:5] |f:1.2.3.4|. Reported procedure: The procedure of Example 24b is repeated except that 38 g of 2,3-dichloro-4-methoxy-2'-methylbenzophenone is combined with 34.6 g of AlCl3 in 300 ml of benzene. The resultant product is recrystallized from toluene to yield 2,3-dichloro-4-hydroxy-2'-methylbenzophenone.